Dataset: the Open Reaction Database (ORD), a public repository of structured organic reaction records. Task: describe an organic reaction: reactants, conditions, products, and yield Reactants: COc1ccc(Br)c(C(=O)O)c1, CCN=C=NCCCN(C)C, CCN(C(C)C)C(C)C, Cl, O=C(NCC(=O)N1CCNCC1)c1ccc(Oc2ccccc2)cc1, CN(C)C=O, O, On1nnc2ccccc21. The product is COc1ccc(Br)c(C(=O)N2CCN(C(=O)CNC(=O)c3ccc(Oc4ccccc4)cc3)CC2)c1. As a reaction SMILES: [Br:57][c:58]1[c:59]([C:60](=[O:61])[OH:62])[cH:63][c:64]([O:67][CH3:68])[cH:65][cH:66]1.[CH3:45][CH2:46][N:47]=[C:48]=[N:49][CH2:50][CH2:51][CH2:52][N:53]([CH3:54])[CH3:55].[CH:1]([N:2]([CH2:3][CH3:4])[CH:5]([CH3:6])[CH3:7])([CH3:8])[CH3:9].[ClH:56].[O:10]=[C:11]([CH2:12][NH:13][C:14]([c:15]1[cH:16][cH:17][c:18]([O:21][c:22]2[cH:23][cH:24][cH:25][cH:26][cH:27]2)[cH:19][cH:20]1)=[O:28])[N:29]1[CH2:30][CH2:31][NH:32][CH2:33][CH2:34]1.[O:69]=[CH:70][N:71]([CH3:72])[CH3:73].[OH2:74].[OH:35][n:36]1[c:37]2[c:38]([cH:39][cH:40][cH:41][cH:42]2)[n:43][n:44]1>>[O:10]=[C:11]([CH2:12][NH:13][C:14]([c:15]1[cH:16][cH:17][c:18]([O:21][c:22]2[cH:23][cH:24][cH:25][cH:26][cH:27]2)[cH:19][cH:20]1)=[O:28])[N:29]1[CH2:30][CH2:31][N:32]([C:60]([c:59]2[c:58]([Br:57])[cH:66][cH:65][c:64]([O:67][CH3:68])[cH:63]2)=[O:61])[CH2:33][CH2:34]1. The reactants are C(C)(C)(C)O (t-butyl alcohol), [OH-].[Na+] (sodium hydroxide), C(C)(C)(C)N=NC(C)(C)Cl (2-t-butylazo-2-chloropropane). Yields the product C(C)(C)(C)N=NC(C)(C)O (2-t-butylazo-2-hydroxypropane), C(CCC)N=NC(C)(C)O (2-butylazo-2-hydroxypropane). As a reaction SMILES: [OH-:1].[Na+].[C:3]([N:7]=[N:8][C:9](Cl)([CH3:11])[CH3:10])([CH3:6])([CH3:5])[CH3:4].[C:13]([OH:17])([CH3:16])([CH3:15])C>>[C:3]([N:7]=[N:8][C:9]([OH:17])([CH3:11])[CH3:10])([CH3:6])([CH3:5])[CH3:4].[CH2:9]([N:8]=[N:7][C:3]([OH:1])([CH3:5])[CH3:4])[CH2:15][CH2:13][CH3:16] |f:0.1|. Procedure: 2-t-butylazo-2-hydroxypropane was prepared by reacting aqueous sodium hydroxide and 2-t-butylazo-2-chloropropane in t-butyl alcohol. The 2-butylazo-2-hydroxypropane was isolated by diluting the alcohol solution with water and extracting with pentane.